This data is from the Open Reaction Database (ORD), a public repository of structured organic reaction records. The task is: describe an organic reaction: reactants, conditions, products, and yield Procedure: In an analogous manner to that described in Example 123 b), from 8-benzenesulphonyl-2-methyl-7-methylsulphanyl-3H-pyrazolo[1,5-a][1,3,5]triazin-4-one and 3-dimethylamino-1-propylamine there was obtained (8-benzenesulphonyl-2-methyl-7-methylsulphanyl-pyrazolo[1,5-a][1,3,5]triazin-4-yl)-N′,N′-dimethyl-propan-1,3-diamine which was converted with HCl/diethyl ether into the corresponding hydrochloride (1:1.75), m.p. 249-250°. As a reaction SMILES: [C:1]1([S:7]([C:10]2[C:11]([S:21][CH3:22])=[N:12][N:13]3[C:18](=O)[NH:17][C:16]([CH3:20])=[N:15][C:14]=23)(=[O:9])=[O:8])[CH:6]=[CH:5][CH:4]=[CH:3][CH:2]=1.[CH3:23][N:24]([CH3:29])[CH2:25][CH2:26][CH2:27][NH2:28]>>[C:1]1([S:7]([C:10]2[C:11]([S:21][CH3:22])=[N:12][N:13]3[C:18]([CH:27]([NH2:28])[CH2:26][CH2:25][N:24]([CH3:29])[CH3:23])=[N:17][C:16]([CH3:20])=[N:15][C:14]=23)(=[O:9])=[O:8])[CH:6]=[CH:5][CH:4]=[CH:3][CH:2]=1. Starting materials: C1(=CC=CC=C1)S(=O)(=O)C=1C(=NN2C1N=C(NC2=O)C)SC (8-benzenesulphonyl-2-methyl-7-methylsulphanyl-3H-pyrazolo[1,5-a][1,3,5]triazin-4-one), CN(CCCN)C (3-dimethylamino-1-propylamine). Product: C1(=CC=CC=C1)S(=O)(=O)C=1C(=NN2C1N=C(N=C2C(CCN(C)C)N)C)SC ((8-benzenesulphonyl-2-methyl-7-methylsulphanyl-pyrazolo[1,5-a][1,3,5]triazin-4-yl)-N′,N′-dimethyl-propan-1,3-diamine). Reactants: C(CCCCCCCCCCCCCCCCC)S.[Na] (sodium octadecanethiol), [OH-].[Na+] (sodium hydroxide). Run in N1=CC=CC=C1 (pyridine). The product is C(CCCCCCCCCCCCCCCCC)SC(CCO)C (3-octadecylthiobutanol). Yield: 12.0%. Reaction SMILES: [CH2:1]([SH:19])[CH2:2][CH2:3][CH2:4][CH2:5][CH2:6][CH2:7][CH2:8][CH2:9][CH2:10][CH2:11][CH2:12][CH2:13][CH2:14][CH2:15][CH2:16][CH2:17][CH3:18].[Na].[OH-:21].[Na+]>N1C=CC=CC=1>[CH2:1]([S:19][CH:2]([CH3:1])[CH2:3][CH2:4][OH:21])[CH2:2][CH2:3][CH2:4][CH2:5][CH2:6][CH2:7][CH2:8][CH2:9][CH2:10][CH2:11][CH2:12][CH2:13][CH2:14][CH2:15][CH2:16][CH2:17][CH3:18] |f:0.1,2.3,^1:19|. Procedure: The starting material is obtained as follows: Butylene-1,3-glycol is reacted with acetic anhydride at ambient temperature to give butane-1,3-diol 1-acetate in a yield of 63% of theory. It is then esterified with benzenesulphochloride in the presence of pyridine and the reaction product is eluted over a silica gel column with diethyl ether-ligroin (1:1 v/v). There is obtained a yield of 24% of theory of a colourless oil which is reacted with sodium octadecanethiol in the manner described in Examp...